This data is from the Open Reaction Database (ORD), a public repository of structured organic reaction records. The task is: describe an organic reaction: reactants, conditions, products, and yield The product is ClC=1C=C(SC1[Si](C)(C)C)C(=O)O (4-Chloro-5-trimethylsilyl-2-thiopene Carboxylic Acid). Reported procedure: A small (4 mg) sample of diphenylacetic acid was dissolved in 50 mL of tetrahydrofuran and stirred at room temperature. To this solution was slowly added dropwise n-butyllithium as a 2.5M hexane solution until the solution turned light yellow from the diphenylacetic acid dianion. This protocol ensures that the solution is dry. At this point the solution was cooled to -72° C. (acetone/dry ice). Once at this temperature 4.62 mL (11.542 mmol) of a 2.5M hexane solution of n-butyllithium was added fo... Reaction SMILES: C1(C(C2C=CC=CC=2)[C:8]([OH:10])=[O:9])C=CC=CC=1.C([Li])CCC.C(NC(C)C)(C)C.C([N-]C(C)C)(C)C.[Li+].[CH3:37][Si:38]([CH3:46])([CH3:45])[C:39]1[S:40][CH:41]=[CH:42][C:43]=1[Cl:44].C(=O)=O>O1CCCC1.CCCCCC>[Cl:44][C:43]1[CH:42]=[C:41]([C:8]([OH:10])=[O:9])[S:40][C:39]=1[Si:38]([CH3:46])([CH3:45])[CH3:37] |f:3.4|. Starting materials: C[Si](C=1SC=CC1Cl)(C)C (2-trimethylsilyl-3-chlorothiophene), C(CCC)[Li] (n-butyllithium), C(C)(C)NC(C)C (diisopropylamine), C(=O)=O (carbon dioxide), C(C)(C)[N-]C(C)C.[Li+] (lithium diisopropyl amide), C1(=CC=CC=C1)C(C(=O)O)C1=CC=CC=C1 (diphenylacetic acid), C1(=CC=CC=C1)C(C(=O)O)C1=CC=CC=C1 (diphenylacetic acid). Conditions: time 10 minute. The solvent is O1CCCC1 (tetrahydrofuran), CCCCCC (hexane), O1CCCC1 (tetrahydrofuran). Run in CCO (EtOH), Cl (HCl). The reagents and catalysts are [Pt] (Pt/C). Starting materials: FC(C(=O)O)(F)F.CN(CCC=C1C2C(C3C(C13)C2)C2=NC=1N(C(N(C(C1N2)=O)CCC)=O)CCC)C (8-[5-(3-Dimethylamino-propylidene)-tricyclo[2.2.1.02,6]hept-3-yl]-1,3-dipropyl-3,7-dihydro-purine-2,6-dione; compound with trifluoro-acetic acid). RXN SMILES: FC(F)(F)C(O)=O.[CH3:8][N:9]([CH3:37])[CH2:10][CH2:11][CH:12]=[C:13]1[CH:18]2[CH:16]3[CH:17]2[CH2:19][CH:14]1[CH:15]3[C:20]1[NH:28][C:27]2[C:26](=[O:29])[N:25]([CH2:30][CH2:31][CH3:32])[C:24](=[O:33])[N:23]([CH2:34][CH2:35][CH3:36])[C:22]=2[N:21]=1>CCO.Cl.[Pt]>[CH3:37][N:9]([CH3:8])[CH2:10][CH2:11][CH2:12][CH:13]1[CH:18]2[CH:16]3[CH:17]2[CH2:19][CH:14]1[CH:15]3[C:20]1[NH:28][C:27]2[C:26](=[O:29])[N:25]([CH2:30][CH2:31][CH3:32])[C:24](=[O:33])[N:23]([CH2:34][CH2:35][CH3:36])[C:22]=2[N:21]=1 |f:0.1|. Product: CN(CCCC1C2C(C3C(C13)C2)C2=NC=1N(C(N(C(C1N2)=O)CCC)=O)CCC)C (8-[5-(3-Dimethylamino-propyl)-tricyclo[2.2.1.02,6]hept-3-yl]-1,3-dipropyl-3,7-dihydro-purine-2,6-dione). Procedure details: 8-[5-(3-Dimethylamino-propylidene)-tricyclo[2.2.1.02,6]hept-3-yl]-1,3-dipropyl-3,7-dihydro-purine-2,6-dione; compound with trifluoro-acetic acid was hydrogenated under 60 psi using Pt/C 5% in EtOH (10 ml) and 1 ml conc. HCl overnight. Catalyst was filtered and solvent was removed under reduced pressure. Crude product was purified by HPLC Yield 30 mg. Mass (ES+ 414). Starting materials: CS(=O)(=O)OCCC1CCN(C(=N)NC(=O)OCc2ccccc2)CC1, CN(C)C=O, [N-]=[N+]=[N-], [Na+], O. Product: [N-]=[N+]=NCCC1CCN(C(=N)NC(=O)OCc2ccccc2)CC1. Reaction SMILES: [CH2:1]([c:2]1[cH:3][cH:4][cH:5][cH:6][cH:7]1)[O:8][C:9](=[O:10])[NH:11][C:12](=[NH:13])[N:14]1[CH2:15][CH2:16][CH:17]([CH2:20][CH2:21][O:22][S:23]([CH3:24])(=[O:25])=[O:26])[CH2:18][CH2:19]1.[CH3:32][N:33]([CH3:34])[CH:35]=[O:36].[N-:28]=[N+:29]=[N-:30].[Na+:27].[OH2:31]>>[CH2:1]([c:2]1[cH:3][cH:4][cH:5][cH:6][cH:7]1)[O:8][C:9](=[O:10])[NH:11][C:12](=[NH:13])[N:14]1[CH2:15][CH2:16][CH:17]([CH2:20][CH2:21][N:28]=[N+:29]=[N-:30])[CH2:18][CH2:19]1. Reactants: CCc1c(CN(C)C(=O)OC(C)(C)C)cn(S(=O)(=O)c2ccccc2)c1Br, [Na+], [Na+], O=C([O-])[O-], OB(O)c1ccccc1, c1ccc(P(c2ccccc2)(c2ccccc2)[Pd](P(c2ccccc2)(c2ccccc2)c2ccccc2)(P(c2ccccc2)(c2ccccc2)c2ccccc2)P(c2ccccc2)(c2ccccc2)c2ccccc2)cc1. The product is CCc1c(CN(C)C(=O)OC(C)(C)C)cn(S(=O)(=O)c2ccccc2)c1-c1ccccc1. Reaction SMILES: [Br:1][c:2]1[c:3]([CH2:26][CH3:27])[c:4]([CH2:16][N:17]([C:18]([O:19][C:20]([CH3:21])([CH3:22])[CH3:23])=[O:24])[CH3:25])[cH:5][n:6]1[S:7](=[O:8])(=[O:9])[c:10]1[cH:11][cH:12][cH:13][cH:14][cH:15]1.[Na+:37].[Na+:38].[O-:39][C:40](=[O:41])[O-:42].[OH:28][B:29]([OH:30])[c:31]1[cH:32][cH:33][cH:34][cH:35][cH:36]1.[cH:43]1[cH:44][cH:45][c:46]([P:47]([Pd:48]([P:49]([c:50]2[cH:51][cH:52][cH:53][cH:54][cH:55]2)([c:56]2[cH:57][cH:58][cH:59][cH:60][cH:61]2)[c:62]2[cH:63][cH:64][cH:65][cH:66][cH:67]2)([P:68]([c:69]2[cH:70][cH:71][cH:72][cH:73][cH:74]2)([c:75]2[cH:76][cH:77][cH:78][cH:79][cH:80]2)[c:81]2[cH:82][cH:83][cH:84][cH:85][cH:86]2)[P:87]([c:88]2[cH:89][cH:90][cH:91][cH:92][cH:93]2)([c:94]2[cH:95][cH:96][cH:97][cH:98][cH:99]2)[c:100]2[cH:101][cH:102][cH:103][cH:104][cH:105]2)([c:106]2[cH:107][cH:108][cH:109][cH:110][cH:111]2)[c:112]2[cH:113][cH:114][cH:115][cH:116][cH:117]2)[cH:118][cH:119]1>>[c:2]1(-[c:31]2[cH:32][cH:33][cH:34][cH:35][cH:36]2)[c:3]([CH2:26][CH3:27])[c:4]([CH2:16][N:17]([C:18]([O:19][C:20]([CH3:21])([CH3:22])[CH3:23])=[O:24])[CH3:25])[cH:5][n:6]1[S:7](=[O:8])(=[O:9])[c:10]1[cH:11][cH:12][cH:13][cH:14][cH:15]1. Reactants: O.O.O.O.O.O.O.S(=O)(=O)([O-])[O-].[Ni+2] (nickel sulfate heptahydrate), C(C)C(C(=O)O)CCCC (2-ethyl hexanoic acid), FC(C(=O)O)(F)F (trifluoroacetic acid), [OH-].[Na+] (sodium hydroxide), glass. The solvent is CO (methanol). Yields the product FC(C(=O)[O-])(F)F.C(CCCCC)(=O)OCC.[Ni+2].FC(C(=O)[O-])(F)F (nickel 2-ethyl hexanoate trifluoroacetate). Reaction SMILES: C([CH:3]([CH2:7][CH2:8][CH2:9][CH3:10])[C:4]([OH:6])=[O:5])C.[F:11][C:12]([F:17])([F:16])[C:13]([OH:15])=[O:14].[OH-].[Na+].O.O.O.O.O.O.O.S([O-])([O-])(=O)=O.[Ni+2:32]>CO>[F:11][C:12]([F:17])([F:16])[C:13]([O-:15])=[O:14].[C:4]([O:6][CH2:12][CH3:13])(=[O:5])[CH2:3][CH2:7][CH2:8][CH2:9][CH3:10].[Ni+2:32].[F:11][C:12]([F:17])([F:16])[C:13]([O-:15])=[O:14] |f:2.3,4.5.6.7.8.9.10.11.12,14.15.16.17|. Reported procedure: 14.4 g of 2-ethyl hexanoic acid (0.1 mole), 100 cm3 of methanol, 11.4 g of trifluoroacetic acid (0.1 mole) and 8.0 g of sodium hydroxide (0.2 mole) are successively fed into a 500 cm3 glass reaction vessel provided with a magnetic stirring rod and a reflux device. The mixture is heated to reflux and 35.1 g (0.125 mole) of nickel sulfate heptahydrate is added. The mixture is heated again at reflux. Methanol is evaporated by means of a rotative evaporator and the residue is taken up in toluene. Af... Reactants: CCc1ccc2oc(Nc3ccc(B4OC(C)(C)C(C)(C)O4)cc3)nc2c1, COCCOC, CN1CCN(C2CCC(n3nc(I)c4c(N)ncnc43)CC2)CC1, [Na+], [Na+], O=C([O-])[O-], O, c1ccc(P(c2ccccc2)(c2ccccc2)[Pd](P(c2ccccc2)(c2ccccc2)c2ccccc2)(P(c2ccccc2)(c2ccccc2)c2ccccc2)P(c2ccccc2)(c2ccccc2)c2ccccc2)cc1. The product is CCc1ccc2oc(Nc3ccc(-c4nn(C5CCC(N6CCN(C)CC6)CC5)c5ncnc(N)c45)cc3)nc2c1. RXN SMILES: [CH3:25][C:26]1([CH3:27])[C:28]([CH3:29])([CH3:30])[O:31][B:32]([c:33]2[cH:34][cH:35][c:36]([NH:39][c:40]3[o:41][c:42]4[c:43]([n:44]3)[cH:45][c:46]([CH2:49][CH3:50])[cH:47][cH:48]4)[cH:37][cH:38]2)[O:51]1.[CH3:58][O:59][CH2:60][CH2:61][O:62][CH3:63].[I:1][c:2]1[n:3][n:4]([CH:12]2[CH2:13][CH2:14][CH:15]([N:18]3[CH2:19][CH2:20][N:21]([CH3:24])[CH2:22][CH2:23]3)[CH2:16][CH2:17]2)[c:5]2[n:6][cH:7][n:8][c:9]([NH2:11])[c:10]12.[Na+:52].[Na+:53].[O-:54][C:55](=[O:56])[O-:57].[OH2:64].[cH:65]1[cH:66][cH:67][c:68]([P:69]([Pd:70]([P:71]([c:72]2[cH:73][cH:74][cH:75][cH:76][cH:77]2)([c:78]2[cH:79][cH:80][cH:81][cH:82][cH:83]2)[c:84]2[cH:85][cH:86][cH:87][cH:88][cH:89]2)([P:90]([c:91]2[cH:92][cH:93][cH:94][cH:95][cH:96]2)([c:97]2[cH:98][cH:99][cH:100][cH:101][cH:102]2)[c:103]2[cH:104][cH:105][cH:106][cH:107][cH:108]2)[P:109]([c:110]2[cH:111][cH:112][cH:113][cH:114][cH:115]2)([c:116]2[cH:117][cH:118][cH:119][cH:120][cH:121]2)[c:122]2[cH:123][cH:124][cH:125][cH:126][cH:127]2)([c:128]2[cH:129][cH:130][cH:131][cH:132][cH:133]2)[c:134]2[cH:135][cH:136][cH:137][cH:138][cH:139]2)[cH:140][cH:141]1>>[c:2]1(-[c:33]2[cH:34][cH:35][c:36]([NH:39][c:40]3[o:41][c:42]4[c:43]([n:44]3)[cH:45][c:46]([CH2:49][CH3:50])[cH:47][cH:48]4)[cH:37][cH:38]2)[n:3][n:4]([CH:12]2[CH2:13][CH2:14][CH:15]([N:18]3[CH2:19][CH2:20][N:21]([CH3:24])[CH2:22][CH2:23]3)[CH2:16][CH2:17]2)[c:5]2[n:6][cH:7][n:8][c:9]([NH2:11])[c:10]12. As a reaction SMILES: [Br:14][CH2:15][C:16](=[O:17])[c:18]1[cH:19][cH:20][c:21]([I:24])[cH:22][cH:23]1.[C:1]([CH2:2][C:3](=[O:4])[O:5][CH2:6][CH3:7])(=[O:8])[O:9][CH2:10][CH3:11].[CH2:25]1[O:26][CH2:27][CH2:28][CH2:29]1.[CH3:30][CH2:31][O:32][C:33](=[O:34])[CH3:35].[H-:12].[Na+:13]>>[C:1]([CH:2]([C:3](=[O:4])[O:5][CH2:6][CH3:7])[CH2:15][C:16](=[O:17])[c:18]1[cH:19][cH:20][c:21]([I:24])[cH:22][cH:23]1)(=[O:8])[O:9][CH2:10][CH3:11]. Product: CCOC(=O)C(CC(=O)c1ccc(I)cc1)C(=O)OCC. Starting materials: O=C(CBr)c1ccc(I)cc1, CCOC(=O)CC(=O)OCC, C1CCOC1, CCOC(C)=O, [H-], [Na+]. Reactants: ClC1=CC(=NC=N1)NC ((6-chloro-pyrimidin-4-yl)-methylamine), CN(C1=CC(=CC=C1)N)C (N,N-dimethyl-m-phenylenediamine). Yields the product CN(C=1C=C(C=CC1)NC1=NC=NC(=C1)NC)C (N-(3-Dimethylamino-phenyl)-N′-methyl-pyrimidine-4,6-diamine), crude product. RXN SMILES: Cl[C:2]1[N:7]=[CH:6][N:5]=[C:4]([NH:8][CH3:9])[CH:3]=1.[CH3:10][N:11]([CH3:19])[C:12]1[CH:17]=[CH:16][CH:15]=[C:14]([NH2:18])[CH:13]=1>>[CH3:10][N:11]([CH3:19])[C:12]1[CH:13]=[C:14]([NH:18][C:2]2[CH:3]=[C:4]([NH:8][CH3:9])[N:5]=[CH:6][N:7]=2)[CH:15]=[CH:16][CH:17]=1. Procedure details: The title compound is prepared analogously as described in Example 105A from (6-chloro-pyrimidin-4-yl)-methylamine and N,N-dimethyl-m-phenylenediamine. The crude product obtained after evaporation of the ethyl acetate layer is purified by flash chromatography (CH2Cl2/CH3OH). Reactants: C([O-])(O)=O.[Na+] (Sodium bicarbonate), Cl.C(C)OC(CN)=O (glycine ethyl ester hydrochloride), C1(CC(C(CC1)C(C)C)C(=O)Cl)C (p-menth-3-oyl chloride). The solvent is O (water), CCOCC (ether). Reaction conditions: time 2 hour. Yields the product C(C)OC(CNC(=O)C1CC(CCC1C(C)C)C)=O (N-p-menth-3-oylglycine ethyl ester). As a reaction SMILES: C(=O)(O)[O-].[Na+].Cl.[CH2:7]([O:9][C:10](=[O:13])[CH2:11][NH2:12])[CH3:8].[CH:14]1([CH3:26])[CH2:19][CH2:18][CH:17]([CH:20]([CH3:22])[CH3:21])[CH:16]([C:23](Cl)=[O:24])[CH2:15]1>O.CCOCC>[CH2:7]([O:9][C:10](=[O:13])[CH2:11][NH:12][C:23]([CH:16]1[CH:17]([CH:20]([CH3:22])[CH3:21])[CH2:18][CH2:19][CH:14]([CH3:26])[CH2:15]1)=[O:24])[CH3:8] |f:0.1,2.3|. Reported procedure: Sodium bicarbonate (8.4 g., 0.1 mole) and glycine ethyl ester hydrochloride (7 g. 0.05 mole) were dissolved in water (100 ml.), and a solution of p-menth-3-oyl chloride (10 g., 0.05 mole) in ether (50 ml.) was added and the mixture stirred vigorously at room temperature for 2 hours. At the end of this time the ether layer was separated and dried (MgSO4). Removal of the solvent left an oily solid (12.3 g.). This was distilled under reduced pressure to yield N-p-menth-3-oylglycine ethyl ester, bp....